From a dataset of the Open Reaction Database (ORD), a public repository of structured organic reaction records. describe an organic reaction: reactants, conditions, products, and yield Starting materials: COc1cccc(OC)c1-c1cccc2nc3ccccc3c(C(=O)[O-])c12, ClCCl, COS(=O)(=O)F. Yields the product COc1cccc(OC)c1-c1cccc2[nH+]c3ccccc3c(C(=O)O)c12, O=S(=O)([O-])F. Reaction SMILES: [CH3:1][O:2][c:3]1[c:4](-[c:11]2[cH:12][cH:13][cH:14][c:15]3[n:16][c:17]4[cH:18][cH:19][cH:20][cH:21][c:22]4[c:23]([C:25](=[O:26])[O-:27])[c:24]23)[c:5]([O:9][CH3:10])[cH:6][cH:7][cH:8]1.[Cl:34][CH2:35][Cl:36].[S:28](=[O:29])(=[O:30])([O:31][CH3:32])[F:33]>>[CH3:1][O:2][c:3]1[c:4](-[c:11]2[cH:12][cH:13][cH:14][c:15]3[nH+:16][c:17]4[cH:18][cH:19][cH:20][cH:21][c:22]4[c:23]([C:25](=[O:26])[OH:27])[c:24]23)[c:5]([O:9][CH3:10])[cH:6][cH:7][cH:8]1.[S:28](=[O:29])(=[O:30])([O-:31])[F:33].